Dataset: the Open Reaction Database (ORD), a public repository of structured organic reaction records. Task: describe an organic reaction: reactants, conditions, products, and yield Starting materials: ClC=1C=C(CNC(=O)NC=2SC=C(N2)CCl)C=CC1Cl (1-(3,4-Dichlorobenzyl)-3-(4-(chloromethyl)thiazol-2-yl)urea), FC=1C=C(CN=C=O)C=CC1 (3-fluorobenzyl isocyanate). Yields the product ClCC=1N=C(SC1)NC(=O)NCC1=CC(=CC=C1)F (1-(4-(Chloromethyl)thiazol-2-yl)-3-(3-fluorobenzyl)urea). Reaction SMILES: Cl[C:2]1[CH:3]=[C:4]([CH:17]=[CH:18][C:19]=1Cl)[CH2:5][NH:6][C:7]([NH:9][C:10]1[S:11][CH:12]=[C:13]([CH2:15][Cl:16])[N:14]=1)=[O:8].[F:21]C1C=C(C=CC=1)CN=C=O>>[Cl:16][CH2:15][C:13]1[N:14]=[C:10]([NH:9][C:7]([NH:6][CH2:5][C:4]2[CH:17]=[CH:18][CH:19]=[C:2]([F:21])[CH:3]=2)=[O:8])[S:11][CH:12]=1. Reported procedure: Prepared by same procedure described for Intermediate 2, using 3-fluorobenzyl isocyanate. 1H-NMR (ppm, DMSO-d6): 10.70 (bs, 1H), 7.36 (dd, 1H), 7.07 (m, 4H), 4.63 (s, 2H), 4.34 (d, 2H). Reactants: C=CC(=O)C(CCC(=O)OC(C)(C)C)NC(=O)OC(C)(C)C, CC#N, CCN(C(C)C)C(C)C, Nc1ccnc(-c2cc(-c3c(Cl)cccc3Cl)no2)c1, ClCCl, Cl. The product is CC(C)(C)OC(=O)CCC(NC(=O)OC(C)(C)C)C(=O)CCNc1ccnc(-c2cc(-c3c(Cl)cccc3Cl)no2)c1. Reaction SMILES: [C:1]([CH3:2])([CH3:3])([CH3:4])[O:5][C:6](=[O:7])[NH:8][CH:9]([CH2:10][CH2:11][C:12](=[O:13])[O:14][C:15]([CH3:16])([CH3:17])[CH3:18])[C:19]([CH:20]=[CH2:21])=[O:22].[CH3:53][C:54]#[N:55].[CH:44]([N:45]([CH:46]([CH3:47])[CH3:48])[CH2:49][CH3:50])([CH3:51])[CH3:52].[Cl:24][c:25]1[c:26](-[c:32]2[n:33][o:34][c:35](-[c:37]3[n:38][cH:39][cH:40][c:41]([NH2:43])[cH:42]3)[cH:36]2)[c:27]([Cl:31])[cH:28][cH:29][cH:30]1.[Cl:56][CH2:57][Cl:58].[ClH:23]>>[C:1]([CH3:2])([CH3:3])([CH3:4])[O:5][C:6](=[O:7])[NH:8][CH:9]([CH2:10][CH2:11][C:12](=[O:13])[O:14][C:15]([CH3:16])([CH3:17])[CH3:18])[C:19]([CH2:20][CH2:21][NH:43][c:41]1[cH:40][cH:39][n:38][c:37](-[c:35]2[o:34][n:33][c:32](-[c:26]3[c:25]([Cl:24])[cH:30][cH:29][cH:28][c:27]3[Cl:31])[cH:36]2)[cH:42]1)=[O:22]. The reactants are [OH-].[Cu+2].[OH-] (copper hydroxide), H+, [OH-].[Cu+2].[OH-] (copper hydroxide), S(=O)(=O)(O)C(C(=O)OCCCCCCCC)CC(=O)OCCCCCCCC.[Na] (sodium dioctyl sulfosuccinate), C(C)(C)O (isopropanol). The solvent is O (water), O (water). The product is S(=O)(=O)(O)C(C(=O)OCCCCCCCC)CC(=O)OCCCCCCCC.[Cu] (Copper dioctyl sulfosuccinate). As a reaction SMILES: [S:1]([CH:5]([CH2:17][C:18]([O:20][CH2:21][CH2:22][CH2:23][CH2:24][CH2:25][CH2:26][CH2:27][CH3:28])=[O:19])[C:6]([O:8][CH2:9][CH2:10][CH2:11][CH2:12][CH2:13][CH2:14][CH2:15][CH3:16])=[O:7])([OH:4])(=[O:3])=[O:2].[Na].C(O)(C)C.[OH-].[Cu+2:35].[OH-]>O>[S:1]([CH:5]([CH2:17][C:18]([O:20][CH2:21][CH2:22][CH2:23][CH2:24][CH2:25][CH2:26][CH2:27][CH3:28])=[O:19])[C:6]([O:8][CH2:9][CH2:10][CH2:11][CH2:12][CH2:13][CH2:14][CH2:15][CH3:16])=[O:7])([OH:4])(=[O:3])=[O:2].[Cu:35] |f:0.1,3.4.5,7.8,^1:28|. Reported procedure: Into a fritted column was added: 12 g (12 meq H+) ion exchange resin (Amberlite® IR 120 brand). Resin beads were washed with 100 ml deionized water. Into a 50 ml beaker were added: 7 g (10 meq) sodium dioctyl sulfosuccinate (Triton® GR-5M brand), 7 g water, and 7 g isopropanol. The surfactant solution was run through the column and collected in a 100 ml beaker containing: 0.5 g (10 meq Cu) copper hydroxide and 20 g water. The effluent/copper hydroxide mixture was swirl mixed while collecting the... The reactants are OC(C(c1cccc(C(F)(F)F)c1)N(Cc1ccccc1)Cc1ccccc1)C(F)(F)F, CO, [H][H]. Product: NC(c1cccc(C(F)(F)F)c1)C(O)C(F)(F)F. As a reaction SMILES: [CH2:1]([N:8]([CH2:2][c:3]1[cH:4][cH:5][cH:6][cH:7][cH:26]1)[CH:9]([CH:10]([C:11]([F:12])([F:13])[F:14])[OH:15])[c:16]1[cH:17][c:18]([C:22]([F:23])([F:24])[F:25])[cH:19][cH:20][cH:21]1)[c:27]1[cH:28][cH:29][cH:30][cH:31][cH:32]1.[CH3:35][OH:36].[H:33][H:34]>>[NH2:8][CH:9]([CH:10]([C:11]([F:12])([F:13])[F:14])[OH:15])[c:16]1[cH:17][c:18]([C:22]([F:23])([F:24])[F:25])[cH:19][cH:20][cH:21]1. Starting materials: CCOC(C)=O, Cc1nnc(N)s1, O=C(Cl)Cl. Product: Cc1nnc(N=C=O)s1. Reaction SMILES: [CH3:12][CH2:13][O:14][C:15](=[O:16])[CH3:17].[CH3:5][c:6]1[n:7][n:8][c:9]([NH2:11])[s:10]1.[Cl:1][C:2]([Cl:3])=[O:4]>>[C:2](=[O:4])=[N:11][c:9]1[n:8][n:7][c:6]([CH3:5])[s:10]1. As a reaction SMILES: [CH2:1]([CH3:2])[CH:3]([C:4](=[O:5])[Cl:6])[CH2:7][CH3:8].[CH:9]1([CH2:12][CH2:13][NH:14][C:15](=[O:16])[c:17]2[n:18][n:19][c:20]([N:23]3[CH2:24][CH2:25][NH:26][CH2:27][CH2:28]3)[cH:21][cH:22]2)[CH2:10][CH2:11]1>>[CH2:1]([CH3:2])[CH:3]([C:4](=[O:5])[N:26]1[CH2:25][CH2:24][N:23]([c:20]2[n:19][n:18][c:17]([C:15]([NH:14][CH2:13][CH2:12][CH:9]3[CH2:10][CH2:11]3)=[O:16])[cH:22][cH:21]2)[CH2:28][CH2:27]1)[CH2:7][CH3:8]. Product: CCC(CC)C(=O)N1CCN(c2ccc(C(=O)NCCC3CC3)nn2)CC1. Starting materials: CCC(CC)C(=O)Cl, O=C(NCCC1CC1)c1ccc(N2CCNCC2)nn1.